From a dataset of the Open Reaction Database (ORD), a public repository of structured organic reaction records. describe an organic reaction: reactants, conditions, products, and yield Reactants: COC(=O)C=1C(=CC=C(C1)C(N)=S)C1=C(C=CC=C1)[N+](=O)[O-] (2′-nitro-4-thiocarbamoyl-biphenyl-2-carboxylic acid methyl ester), COC(=O)C=1C(=CC=C(C1)C(N)=S)C1=C(C=CC=C1)[N+](=O)[O-] (2′-nitro-4-thiocarbamoyl-biphenyl-2-carboxylic acid methyl ester), FC(C=1C=C(C=C(C1)C(F)(F)F)C(CBr)=O)(F)F (3′,5′-bis(trifluoromethyl)-2-bromoacetophenone). Product: FC(C=1C=C(C=C(C1)C(F)(F)F)C=1N=C(SC1)C=1C=C(C(=CC1)C1=C(C=CC=C1)[N+](=O)[O-])C(=O)O)(F)F (4-[4-(3,5-Bis-trifluoromethyl-phenyl)-thiazol-2-yl]-2′-nitro-biphenyl-2-carboxylic acid). Procedure details: 4-[4-(3,5-Bis-trifluoromethyl-phenyl)-thiazol-2-yl]-2′-nitro-biphenyl-2-carboxylic acid (110 mg, 32%) was prepared from 2′-nitro-4-thiocarbamoyl-biphenyl-2-carboxylic acid methyl ester (which may be prepared as described for Intermediate 4) and 3′,5′-bis(trifluoromethyl)-2-bromoacetophenone (available from Oakwood Products, Inc.) using the procedure described for the preparation of Example 1. 1H NMR (300 MHz, DMSO-d6) δ 13.20 (s, 1H), 8.79 (s, 1H), 8.72 (s, 2H), 8.55 (s, 1H), 8.32 (d, J=8.1 Hz, ... Isolated yield 32.0%. RXN SMILES: C[O:2][C:3]([C:5]1[C:6]([C:14]2[CH:19]=[CH:18][CH:17]=[CH:16][C:15]=2[N+:20]([O-:22])=[O:21])=[CH:7][CH:8]=[C:9]([C:11](=[S:13])[NH2:12])[CH:10]=1)=[O:4].[F:23][C:24]([F:40])([F:39])[C:25]1[CH:26]=[C:27]([C:35](=O)[CH2:36]Br)[CH:28]=[C:29]([C:31]([F:34])([F:33])[F:32])[CH:30]=1>>[F:23][C:24]([F:39])([F:40])[C:25]1[CH:26]=[C:27]([C:35]2[N:12]=[C:11]([C:9]3[CH:10]=[C:5]([C:3]([OH:2])=[O:4])[C:6]([C:14]4[CH:19]=[CH:18][CH:17]=[CH:16][C:15]=4[N+:20]([O-:22])=[O:21])=[CH:7][CH:8]=3)[S:13][CH:36]=2)[CH:28]=[C:29]([C:31]([F:32])([F:33])[F:34])[CH:30]=1. Starting materials: C(#N)C1=CC=C(C=C1)NC1=NC=C(C(=N1)NCCC)C(=O)NC1=CC(=CC=C1)NC([C@H](C)NC)=O ((S)-2-((4-cyanophenyl)amino)-N-(3-(2 -(methylamino)propanamido)phenyl)-4-(propylamino)pyrimidine-5-carboxamide), Cl.CN(C/C=C/C(=O)O)C (4-dimethylaminocrotonic acid hydrochloride), Cl.C(C)N=C=NCCCN(C)C (1-ethyl-3-(3-dimethylaminopropyl)carbodiimide hydrochloride), C(O)([O-])=O.[Na+] (sodium hydrogencarbonate). Solvent: CN(C=O)C (N,N-dimethylformamide), C(C)(C)N(C(C)C)CC (N,N-diisopropylethylamine). Reaction conditions: time 15 hour. The product is C(#N)C1=CC=C(C=C1)NC1=NC=C(C(=N1)NCCC)C(=O)NC1=CC(=CC=C1)NC([C@H](C)N(C(\C=C\CN(C)C)=O)C)=O ((S,E)-2-((4-cyanophenyl)amino)-N-(3-(2-(4-(dimethylamino)-N-methyl-2-butenamido)propanamido)phenyl)-4-(propylamino)pyrimidine-5-carboxamide). The yield is 57.2%. RXN SMILES: [C:1]([C:3]1[CH:8]=[CH:7][C:6]([NH:9][C:10]2[N:15]=[C:14]([NH:16][CH2:17][CH2:18][CH3:19])[C:13]([C:20]([NH:22][C:23]3[CH:28]=[CH:27][CH:26]=[C:25]([NH:29][C:30](=[O:35])[C@@H:31]([NH:33][CH3:34])[CH3:32])[CH:24]=3)=[O:21])=[CH:12][N:11]=2)=[CH:5][CH:4]=1)#[N:2].Cl.[CH3:37][N:38]([CH3:45])[CH2:39]/[CH:40]=[CH:41]/[C:42](O)=[O:43].Cl.C(N=C=NCCCN(C)C)C.C(=O)([O-])O.[Na+]>CN(C)C=O.C(N(CC)C(C)C)(C)C>[C:1]([C:3]1[CH:8]=[CH:7][C:6]([NH:9][C:10]2[N:15]=[C:14]([NH:16][CH2:17][CH2:18][CH3:19])[C:13]([C:20]([NH:22][C:23]3[CH:28]=[CH:27][CH:26]=[C:25]([NH:29][C:30](=[O:35])[C@@H:31]([N:33]([CH3:34])[C:42](=[O:43])/[CH:41]=[CH:40]/[CH2:39][N:38]([CH3:45])[CH3:37])[CH3:32])[CH:24]=3)=[O:21])=[CH:12][N:11]=2)=[CH:5][CH:4]=1)#[N:2] |f:1.2,3.4,5.6|. Procedure details: To a solution of (S)-2-((4-cyanophenyl)amino)-N-(3-(2-(methylamino)propanamido)phenyl)-4-(propylamino)pyrimidine-5-carboxamide (E1) dihydrochloride (58 mg), 4-dimethylaminocrotonic acid hydrochloride (33 mg) and 1-ethyl-3-(3-dimethylaminopropyl)carbodiimide hydrochloride (38 mg) in N,N-dimethylformamide (1 mL), N,N-diisopropylethylamine (174 μL) was added at room temperature, and the mixture was stirred at the same temperature for 15 hours. To the reaction mixture, saturated aqueous sodium hydro... Reactants: [O-]P(=O)([O-])[O-].[K+].[K+].[K+] (K3PO4), ClC=1C=C(C=CC1F)B(O)O ((3-chloro-4-fluorophenyl)boronic acid), C(N)(=O)C=1C(=NN2C1CN(C(C2)C2CC2)C(=O)OC(C)(C)C)I (tert-Butyl 3-carbamoyl-6-cyclopropyl-2-iodo-6,7-dihydropyrazolo[1,5-a]pyrazine-5(4H)-carboxylate). Reagents/catalysts: C1=CC=C(C=C1)P([C-]2C=CC=C2)C3=CC=CC=C3.C1=CC=C(C=C1)P([C-]2C=CC=C2)C3=CC=CC=C3.Cl[Pd]Cl.[Fe+2].C(Cl)Cl (PdCl2(dppf) CH2Cl2). Run in O1CCOCC1 (1,4-dioxane). Run at temperature 80 celsius, time 6 hour. Product: C(N)(=O)C=1C(=NN2C1CN(C(C2)C2CC2)C(=O)OC(C)(C)C)C2=CC(=C(C=C2)F)Cl (tert-Butyl 3-carbamoyl-2-(3-chloro-4-fluorophenyl)-6-cyclopropyl-6,7-dihydropyrazolo[1,5-a]pyrazine-5(4H)-carboxylate). The yield is 84.6%. RXN SMILES: [C:1]([C:4]1[C:5](I)=[N:6][N:7]2[CH2:12][CH:11]([CH:13]3[CH2:15][CH2:14]3)[N:10]([C:16]([O:18][C:19]([CH3:22])([CH3:21])[CH3:20])=[O:17])[CH2:9][C:8]=12)(=[O:3])[NH2:2].[O-]P([O-])([O-])=O.[K+].[K+].[K+].[Cl:32][C:33]1[CH:34]=[C:35](B(O)O)[CH:36]=[CH:37][C:38]=1[F:39]>O1CCOCC1.C1C=CC(P(C2C=CC=CC=2)[C-]2C=CC=C2)=CC=1.C1C=CC(P(C2C=CC=CC=2)[C-]2C=CC=C2)=CC=1.Cl[Pd]Cl.[Fe+2].C(Cl)Cl>[C:1]([C:4]1[C:5]([C:35]2[CH:36]=[CH:37][C:38]([F:39])=[C:33]([Cl:32])[CH:34]=2)=[N:6][N:7]2[CH2:12][CH:11]([CH:13]3[CH2:15][CH2:14]3)[N:10]([C:16]([O:18][C:19]([CH3:22])([CH3:21])[CH3:20])=[O:17])[CH2:9][C:8]=12)(=[O:3])[NH2:2] |f:1.2.3.4,7.8.9.10.11|. Reported procedure: To a stirred suspension of Intermediate 348G (0.47 g, 1.087 mmol) in 1,4-dioxane (5 mL) was added K3PO4 (1.631 mL, 3.26 mmol), (3-chloro-4-fluorophenyl)boronic acid (0.246 g, 1.414 mmol) and the reaction mixture was purged with nitrogen for 10 min. PdCl2(dppf)-CH2Cl2 (0.053 g, 0.065 mmol) was then added and the reaction mixture was heated to 80° C. and stirred for 6 h. The reaction mixture was filtered through CELITE® and the filtrate was diluted with ethyl acetate (10 mL), and washed with water... The reactants are ClCc1noc(-c2cccc(Cl)c2)n1, [H-], [Na+], CN(C)C=O, c1cc(-c2nnc3n2CCCN3)ccn1. The product is Clc1cccc(-c2nc(CN3CCCn4c(-c5ccncc5)nnc43)no2)c1. Reaction SMILES: [Cl:18][c:19]1[cH:20][c:21](-[c:25]2[n:26][c:27]([CH2:30][Cl:31])[n:28][o:29]2)[cH:22][cH:23][cH:24]1.[H-:2].[Na+:1].[O:32]=[CH:33][N:34]([CH3:35])[CH3:36].[n:3]1[cH:4][cH:5][c:6](-[c:9]2[n:10][n:11][c:12]3[n:13]2[CH2:14][CH2:15][CH2:16][NH:17]3)[cH:7][cH:8]1>>[n:3]1[cH:4][cH:5][c:6](-[c:9]2[n:10][n:11][c:12]3[n:13]2[CH2:14][CH2:15][CH2:16][N:17]3[CH2:30][c:27]2[n:26][c:25](-[c:21]3[cH:20][c:19]([Cl:18])[cH:24][cH:23][cH:22]3)[o:29][n:28]2)[cH:7][cH:8]1. Starting materials: C(C1=CC=CC=C1)[C@H](C(=O)O)CC[C@@H](C(=O)N[C@@H]1C(N(CCCC1)C1=C(C=CC=C1)OC)=O)CC1=CC=CC=C1 ((2R,5R)-2,5-Dibenzyl-6-((S)-1-(2-methoxyphenyl)-2-oxoazepan-3-ylamino)-6-oxohexanoic acid), N[C@@H]1C(N(CCCC1)C1=C(C=CC=C1)C)=O ((S)-3-amino-1-o-tolylazepan-2-one). Yields the product C(C1=CC=CC=C1)[C@H](C(=O)O)CC[C@@H](C(N[C@@H]1C(N(CCCC1)C1=C(C=CC=C1)C)=O)=O)CC1=CC=CC=C1 ((2R,5R)-2,5-Dibenzyl-6-oxo-6-((S)-2-oxo-1-o-tolylazepan-3-ylamino)hexanoic acid). RXN SMILES: [CH2:1]([C@@H:8]([CH2:12][CH2:13][C@H:14]([CH2:34][C:35]1[CH:40]=[CH:39][CH:38]=[CH:37][CH:36]=1)[C:15]([NH:17][C@H:18]1[CH2:24][CH2:23][CH2:22][CH2:21][N:20]([C:25]2[CH:30]=[CH:29][CH:28]=[CH:27][C:26]=2OC)[C:19]1=[O:33])=[O:16])[C:9]([OH:11])=[O:10])[C:2]1[CH:7]=[CH:6][CH:5]=[CH:4][CH:3]=1.N[C@H:42]1CCCCN(C2C=CC=CC=2C)C1=O>>[CH2:1]([C@@H:8]([CH2:12][CH2:13][C@H:14]([CH2:34][C:35]1[CH:36]=[CH:37][CH:38]=[CH:39][CH:40]=1)[C:15](=[O:16])[NH:17][C@H:18]1[CH2:24][CH2:23][CH2:22][CH2:21][N:20]([C:25]2[CH:30]=[CH:29][CH:28]=[CH:27][C:26]=2[CH3:42])[C:19]1=[O:33])[C:9]([OH:11])=[O:10])[C:2]1[CH:7]=[CH:6][CH:5]=[CH:4][CH:3]=1. Procedure details: (2R,5R)-2,5-Dibenzyl-6-oxo-6-((S)-2-oxo-1-o-tolylazepan-3-ylamino)hexanoic acid (65 mg, 0.12 mmol) was synthesized as described for the preparation of Intermediate 70 using (S)-3-amino-1-o-tolylazepan-2-one. Anal. Calcd. for C33H38N2O4 m/z 526.4. found: 527.4 (M+H)+; 1H NMR (400 MHz, CDCl3) δ ppm 7.37-6.84 (m, 16H), 4.84-4.72 (m, 1H), 4.01-3.78 (m, 1H), 3.51 and 3.28 (dd, J=15.0, 4.8 Hz, 1H), 3.04-2.81 (m, 2H), 2.79-2.61 (m, 3H), 2.50-2.37 (m, 1H), 2.18 (s, 1H), 2.13 (s, 2H), 2.03-1.44 (m, 10H). Reactants: C1CCOC1, CS(=O)(=O)c1ccc(N)cc1, CCOC(C)=O, CCN(C(C)C)C(C)C, Cc1c(C(=O)O)c[nH]c1-c1ccc(Cl)cc1C(F)(F)F, O=C(Cl)C(=O)Cl, ClCCl, Cl. The product is Cc1c(C(=O)Nc2ccc(S(C)(=O)=O)cc2)c[nH]c1-c1ccc(Cl)cc1C(F)(F)F. As a reaction SMILES: [CH2:57]1[O:58][CH2:59][CH2:60][CH2:61]1.[CH3:28][S:29](=[O:30])(=[O:31])[c:32]1[cH:33][cH:34][c:35]([NH2:36])[cH:37][cH:38]1.[CH3:51][CH2:52][O:53][C:54](=[O:55])[CH3:56].[CH:39]([N:40]([CH2:41][CH3:42])[CH:43]([CH3:44])[CH3:45])([CH3:46])[CH3:47].[Cl:1][c:2]1[cH:3][c:4]([C:17]([F:18])([F:19])[F:20])[c:5](-[c:8]2[c:9]([CH3:16])[c:10]([C:13](=[O:14])[OH:15])[cH:11][nH:12]2)[cH:6][cH:7]1.[Cl:21][C:22]([C:23]([Cl:24])=[O:25])=[O:26].[Cl:48][CH2:49][Cl:50].[ClH:27]>>[Cl:1][c:2]1[cH:3][c:4]([C:17]([F:18])([F:19])[F:20])[c:5](-[c:8]2[c:9]([CH3:16])[c:10]([C:13](=[O:15])[NH:36][c:35]3[cH:34][cH:33][c:32]([S:29]([CH3:28])(=[O:30])=[O:31])[cH:38][cH:37]3)[cH:11][nH:12]2)[cH:6][cH:7]1. The reactants are C(C)OC(=O)N1CCC(CC1)C1=CNC2=CC=C(C=C12)OC (4-(5-methoxy-1H-indol-3-yl)-piperidine-1-carboxylic acid ethyl ester), BrCC1=CSC=C1 (3-bromomethylthiophene). Reaction conditions: time 15 hour. Product: C(C)OC(=O)N1CCC(CC1)C1=CN(C2=CC=C(C=C12)OC)CC1=CSC=C1 (4-(5-methoxy-1-thiophen-3-ylmethyl-1H-indol-3-yl)-piperidine-1-carboxylic acid ethyl ester). Isolated yield 85.5%. Reaction SMILES: [CH2:1]([O:3][C:4]([N:6]1[CH2:11][CH2:10][CH:9]([C:12]2[C:20]3[C:15](=[CH:16][CH:17]=[C:18]([O:21][CH3:22])[CH:19]=3)[NH:14][CH:13]=2)[CH2:8][CH2:7]1)=[O:5])[CH3:2].Br[CH2:24][C:25]1[CH:29]=[CH:28][S:27][CH:26]=1>>[CH2:1]([O:3][C:4]([N:6]1[CH2:11][CH2:10][CH:9]([C:12]2[C:20]3[C:15](=[CH:16][CH:17]=[C:18]([O:21][CH3:22])[CH:19]=3)[N:14]([CH2:24][C:25]3[CH:29]=[CH:28][S:27][CH:26]=3)[CH:13]=2)[CH2:8][CH2:7]1)=[O:5])[CH3:2]. Reported procedure: This compound was prepared following the procedure described in example 13 (part B) at room temperature for 15 hours, starting with 4 g (13.2 mmol) of 4-(5-methoxy-1H-indol-3-yl)-piperidine-1-carboxylic acid ethyl ester and 2.65 g (15 mmol) of 3-bromomethylthiophene. After standard work-up, 4.5 g (87% of yield) of 4-(5-methoxy-1-thiophen-3-ylmethyl-1H-indol-3-yl)-piperidine-1-carboxylic acid ethyl ester were obtained. Starting materials: FC(C1=C(C=CC=C1)CCC(=O)O)(F)F (3-(2-(trifluoromethyl)phenyl)propanoic acid), N1CCC2(CC1)CN(CC1=CC=CC=C12)C(=O)OC(C)(C)C (tert-butyl 1H-spiro[isoquinoline-4,4′-piperidine]-2(3H)-carboxylate). Product: FC(C1=C(C=CC=C1)CCC(=O)N1CCC2(CC1)CN(CC1=CC=CC=C12)C(=O)OC(C)(C)C)(F)F (tert-butyl 1′-(3-(2-(trifluoromethyl)phenyl)propanoyl)-1H-spiro[isoquinoline-4,4′-piperidine]-2(3H)-carboxylate). RXN SMILES: [F:1][C:2]([F:15])([F:14])[C:3]1[CH:8]=[CH:7][CH:6]=[CH:5][C:4]=1[CH2:9][CH2:10][C:11]([OH:13])=O.[NH:16]1[CH2:21][CH2:20][C:19]2([C:30]3[C:25](=[CH:26][CH:27]=[CH:28][CH:29]=3)[CH2:24][N:23]([C:31]([O:33][C:34]([CH3:37])([CH3:36])[CH3:35])=[O:32])[CH2:22]2)[CH2:18][CH2:17]1>>[F:14][C:2]([F:1])([F:15])[C:3]1[CH:8]=[CH:7][CH:6]=[CH:5][C:4]=1[CH2:9][CH2:10][C:11]([N:16]1[CH2:17][CH2:18][C:19]2([C:30]3[C:25](=[CH:26][CH:27]=[CH:28][CH:29]=3)[CH2:24][N:23]([C:31]([O:33][C:34]([CH3:37])([CH3:36])[CH3:35])=[O:32])[CH2:22]2)[CH2:20][CH2:21]1)=[O:13]. Reported procedure: The title compound was prepared following a procedure analogous to that described in Example 1 using 3-(2-(trifluoromethyl)phenyl)propanoic acid and tert-butyl 1H-spiro[isoquinoline-4,4′-piperidine]-2(3H)-carboxylate. LC-MS Method 1 tR=2.18, min, m/z=503 Reactants: C([O-])([O-])=O.[K+].[K+] (potassium carbonate), NC1=CC=C(C(=O)N(C)[C@@H]2CN(C[C@H]2O)C2CCCCC2)C=C1 (trans-4-amino-N-(1-cyclohexyl-4-hydroxy-3-pyrrolidinyl)-N-methylbenzamide), C(C)(=O)Cl (acetyl chloride). The solvent is O1CCOCC1 (p-dioxane), C(Cl)Cl (methylene chloride). Yields the product O.C(C)(=O)NC1=CC=C(C(=O)N(C)[C@@H]2CN(C[C@H]2O)C2CCCCC2)C=C1 (Trans-4-acetylamino-N-(1-cyclohexyl-4-hydroxy-3-pyrrolidinyl)-N-methylbenzamide Hydrate). Yield: 73.0%. RXN SMILES: [NH2:1][C:2]1[CH:23]=[CH:22][C:5]([C:6]([N:8]([C@H:10]2[C@H:14]([OH:15])[CH2:13][N:12]([CH:16]3[CH2:21][CH2:20][CH2:19][CH2:18][CH2:17]3)[CH2:11]2)[CH3:9])=[O:7])=[CH:4][CH:3]=1.C(=O)([O-])[O-].[K+].[K+].[C:30](Cl)(=[O:32])[CH3:31]>O1CCOCC1.C(Cl)Cl>[OH2:7].[C:30]([NH:1][C:2]1[CH:3]=[CH:4][C:5]([C:6]([N:8]([C@H:10]2[C@H:14]([OH:15])[CH2:13][N:12]([CH:16]3[CH2:21][CH2:20][CH2:19][CH2:18][CH2:17]3)[CH2:11]2)[CH3:9])=[O:7])=[CH:22][CH:23]=1)(=[O:32])[CH3:31] |f:1.2.3,7.8|. Procedure: A solution of 19 g. of trans-4-amino-N-(1-cyclohexyl-4-hydroxy-3-pyrrolidinyl)-N-methylbenzamide in 500 ml of p-dioxane was cooled to 10° and 30 g of powdered anhydrous potassium carbonate was added. The mixture was stirred and kept cool while 4.7 g of acetyl chloride in 50 ml of methylene chloride was added dropwise. The mixture was allowed to warm to room temperature and stirred for 24 hr. The mixture was filtered, the solvent was removed under vacuum and the residue was crystallized from aque... Starting materials: C([O-])(O)=O.[Na+] (sodium bicarbonate), Cl.N[C@H]1CN(CC1)C1=C(C=C(C=C1)N1C(O[C@H](C1)CN1N=NC=C1)=O)F ((5R)-3-(4-((3R)-3-Aminopyrrolidin-1-yl)-3-fluorophenyl)-5-(1,2,3-triazol-1-ylmethyl)oxazolidin-2-one hydrochloride), ClC(=O)OC (methyl chloroformate). The solvent is ClCCl (dichloromethane). Reaction conditions: time 3 hour. Yields the product COC(=O)N[C@H]1CN(CC1)C1=C(C=C(C=C1)N1C(O[C@H](C1)CN1N=NC=C1)=O)F ((5R)-3-(4-((3R)-3-Methoxycarbonylaminopyrrolidin-1-yl)-3-fluorophenyl)-5-(1,2,3-triazol-1-ylmethyl)oxazolidin-2-one). Isolated yield 67.7%. Reaction SMILES: Cl.[NH2:2][C@@H:3]1[CH2:7][CH2:6][N:5]([C:8]2[CH:13]=[CH:12][C:11]([N:14]3[CH2:18][C@H:17]([CH2:19][N:20]4[CH:24]=[CH:23][N:22]=[N:21]4)[O:16][C:15]3=[O:25])=[CH:10][C:9]=2[F:26])[CH2:4]1.C(=O)(O)[O-].[Na+].Cl[C:33]([O:35][CH3:36])=[O:34]>ClCCl>[CH3:36][O:35][C:33]([NH:2][C@@H:3]1[CH2:7][CH2:6][N:5]([C:8]2[CH:13]=[CH:12][C:11]([N:14]3[CH2:18][C@H:17]([CH2:19][N:20]4[CH:24]=[CH:23][N:22]=[N:21]4)[O:16][C:15]3=[O:25])=[CH:10][C:9]=2[F:26])[CH2:4]1)=[O:34] |f:0.1,2.3|. Procedure: (5R)-3-(4-((3R)-3-Aminopyrrolidin-1-yl)-3-fluorophenyl)-5-(1,2,3-triazol-1-ylmethyl)oxazolidin-2-one hydrochloride (200 mg, 0.5 mM) in dichloromethane (20 ml) was cooled to 0° and treated with 5% sodium bicarbonate solution (5 ml). The resulting suspension was stirred vigorously, methyl chloroformate (245 mg, 2.6 mM) added, and stirring continued for 3 hours at ambient temperature. The organic layer was separated, washed with 2% sodium dihydrogen phosphate (2×10 ml), brine (10 ml), and dried (ma...